describe an organic reaction: reactants, conditions, products, and yield From a dataset of the Open Reaction Database (ORD), a public repository of structured organic reaction records. The reactants are C1(CCCC1)C(=O)C1=C(C=CC(=C1)C)NC(NC=1SC=C(N1)CC(=O)O)=O (2-[3-(2-cyclopentanecarbonyl-4-methyl-phenyl)ureido]-thiazol-4-ylacetic acid), CN1CCNCC1 (N-methylpiperazine). The product is C1(CCCC1)C(=O)C1=C(C=CC(=C1)C)NC(NC=1SC=C(N1)CC(=O)N1CCN(CC1)C)=O (4-(2-{2-[3-(2-Cyclopentanecarbonyl-4-methylphenyl)-ureido]-thiazol-4-yl}-acetyl)-1-methyl-piperazine). RXN SMILES: [CH:1]1([C:6]([C:8]2[CH:13]=[C:12]([CH3:14])[CH:11]=[CH:10][C:9]=2[NH:15][C:16](=[O:27])[NH:17][C:18]2[S:19][CH:20]=[C:21]([CH2:23][C:24](O)=[O:25])[N:22]=2)=[O:7])[CH2:5][CH2:4][CH2:3][CH2:2]1.[CH3:28][N:29]1[CH2:34][CH2:33][NH:32][CH2:31][CH2:30]1>>[CH:1]1([C:6]([C:8]2[CH:13]=[C:12]([CH3:14])[CH:11]=[CH:10][C:9]=2[NH:15][C:16](=[O:27])[NH:17][C:18]2[S:19][CH:20]=[C:21]([CH2:23][C:24]([N:32]3[CH2:33][CH2:34][N:29]([CH3:28])[CH2:30][CH2:31]3)=[O:25])[N:22]=2)=[O:7])[CH2:2][CH2:3][CH2:4][CH2:5]1. Reported procedure: 4-(2-{2-[3-(2-Cyclopentanecarbonyl-4-methylphenyl)-ureido]-thiazol-4-yl}-acetyl)-1-methyl-piperazine (337 mg) is prepared from 2-[3-(2-cyclopentanecarbonyl-4-methyl-phenyl)ureido]-thiazol-4-ylacetic acid (386 mg, 1.0 mmol) and N-methylpiperazine following the general procedure K. Starting materials: ClC=1C=C(C=CC1)N1N=C(C=C1CCC=O)CCC (3-(1-(3-chlorophenyl)-3-propyl-1H-pyrazol-5-yl)propanal), FC1=C(C=CC=C1)N1CCNCC1 (1-(2-fluorophenyl)piperazine), [BH3-]C#N.[Na+] (NaCNBH3). The product is FC1=C(C=CC=C1)N1CCN(CC1)CCCC1=CC(=NN1C1=CC(=CC=C1)Cl)CCC (1-(2-fluorophenyl)-4-(3-(1-(3-chlorophenyl)-3-propyl-1H-pyrazol-5-yl)propyl)piperazine). Reaction SMILES: [Cl:1][C:2]1[CH:3]=[C:4]([N:8]2[C:12]([CH2:13][CH2:14][CH:15]=O)=[CH:11][C:10]([CH2:17][CH2:18][CH3:19])=[N:9]2)[CH:5]=[CH:6][CH:7]=1.[F:20][C:21]1[CH:26]=[CH:25][CH:24]=[CH:23][C:22]=1[N:27]1[CH2:32][CH2:31][NH:30][CH2:29][CH2:28]1.[BH3-]C#N.[Na+]>>[F:20][C:21]1[CH:26]=[CH:25][CH:24]=[CH:23][C:22]=1[N:27]1[CH2:32][CH2:31][N:30]([CH2:15][CH2:14][CH2:13][C:12]2[N:8]([C:4]3[CH:5]=[CH:6][CH:7]=[C:2]([Cl:1])[CH:3]=3)[N:9]=[C:10]([CH2:17][CH2:18][CH3:19])[CH:11]=2)[CH2:29][CH2:28]1 |f:2.3|. Reported procedure: 91.87 mg (46.19%) of target compound was obtained by using a method same as in Example 1 by using 3-(1-(3-chlorophenyl)-3-propyl-1H-pyrazol-5-yl)propanal (124.75 mg, 0.451 mmol), 1-(2-fluorophenyl)piperazine (92 mL, 0.586 mmol), and NaCNBH3 (85.02 mg, 1.353 mmol). Starting materials: O=C(Cl)Cl, Cn1ccc2ccccc21, CC(=O)[O-], CC(C)(C)OC(=O)N1CCC(c2nn(-c3ccc(N)cc3)c3c(N)ncnc23)CC1, COc1cc(-n2nc(C3CCNCC3)c3ncnc(N)c32)ccc1NC(=O)c1cc2ccccc2n1C, [NH4+]. The product is Cn1c(C(=O)Nc2ccc(-n3nc(C4CCNCC4)c4ncnc(N)c43)cc2)cc2ccccc21. As a reaction SMILES: [C:31]([Cl:32])([Cl:33])=[O:34].[CH3:35][n:36]1[c:37]2[c:38]([cH:39][cH:40][cH:41][cH:42]2)[cH:43][cH:44]1.[CH3:83][C:84](=[O:85])[O-:86].[NH2:1][c:2]1[c:3]2[n:4](-[c:5]3[cH:6][cH:7][c:8]([NH2:9])[cH:10][cH:11]3)[n:12][c:13]([CH:14]3[CH2:15][CH2:16][N:17]([C:18]([O:19][C:20]([CH3:21])([CH3:22])[CH3:23])=[O:24])[CH2:25][CH2:26]3)[c:27]2[n:28][cH:29][n:30]1.[NH2:45][c:46]1[c:47]2[c:48]([n:49][cH:50][n:51]1)[c:52]([CH:76]1[CH2:77][CH2:78][NH:79][CH2:80][CH2:81]1)[n:53][n:54]2-[c:55]1[cH:56][c:57]([O:74][CH3:75])[c:58]([NH:61][C:62](=[O:63])[c:64]2[n:65]([CH3:73])[c:66]3[cH:67][cH:68][cH:69][cH:70][c:71]3[cH:72]2)[cH:59][cH:60]1.[NH4+:82]>>[NH2:45][c:46]1[c:47]2[c:48]([n:49][cH:50][n:51]1)[c:52]([CH:76]1[CH2:77][CH2:78][NH:79][CH2:80][CH2:81]1)[n:53][n:54]2-[c:55]1[cH:56][cH:57][c:58]([NH:61][C:62](=[O:63])[c:64]2[n:65]([CH3:73])[c:66]3[cH:67][cH:68][cH:69][cH:70][c:71]3[cH:72]2)[cH:59][cH:60]1. Starting materials: CC(C)c1cc(C#N)cc2nc(-c3ccc(C(=O)NCC4CC=C(B5OC(C)(C)C(C)(C)O5)CC4)cc3)oc12, CCO, Cc1ccccc1, FC(F)(F)c1ccc(CBr)cc1, [Na+], [Na+], O=C([O-])[O-], O, c1ccc(P(c2ccccc2)(c2ccccc2)[Pd](P(c2ccccc2)(c2ccccc2)c2ccccc2)(P(c2ccccc2)(c2ccccc2)c2ccccc2)P(c2ccccc2)(c2ccccc2)c2ccccc2)cc1. The product is CC(C)c1cc(C#N)cc2nc(-c3ccc(C(=O)NCC4CC=C(Cc5ccc(C(F)(F)F)cc5)CC4)cc3)oc12. Reaction SMILES: [C:1](#[N:2])[c:3]1[cH:4][c:5]([CH:37]([CH3:38])[CH3:39])[c:6]2[c:7]([n:8][c:9](-[c:11]3[cH:12][cH:13][c:14]([C:15](=[O:16])[NH:17][CH2:18][CH:19]4[CH2:20][CH:21]=[C:22]([B:25]5[O:26][C:27]([CH3:28])([CH3:29])[C:30]([CH3:31])([CH3:32])[O:33]5)[CH2:23][CH2:24]4)[cH:34][cH:35]3)[o:10]2)[cH:36]1.[CH3:58][CH2:59][OH:60].[CH3:61][c:62]1[cH:63][cH:64][cH:65][cH:66][cH:67]1.[F:40][C:41]([c:42]1[cH:43][cH:44][c:45]([CH2:46][Br:47])[cH:48][cH:49]1)([F:50])[F:51].[Na+:52].[Na+:53].[O-:54][C:55](=[O:56])[O-:57].[OH2:68].[cH:69]1[cH:70][cH:71][c:72]([P:73]([Pd:74]([P:75]([c:76]2[cH:77][cH:78][cH:79][cH:80][cH:81]2)([c:82]2[cH:83][cH:84][cH:85][cH:86][cH:87]2)[c:88]2[cH:89][cH:90][cH:91][cH:92][cH:93]2)([P:94]([c:95]2[cH:96][cH:97][cH:98][cH:99][cH:100]2)([c:101]2[cH:102][cH:103][cH:104][cH:105][cH:106]2)[c:107]2[cH:108][cH:109][cH:110][cH:111][cH:112]2)[P:113]([c:114]2[cH:115][cH:116][cH:117][cH:118][cH:119]2)([c:120]2[cH:121][cH:122][cH:123][cH:124][cH:125]2)[c:126]2[cH:127][cH:128][cH:129][cH:130][cH:131]2)([c:132]2[cH:133][cH:134][cH:135][cH:136][cH:137]2)[c:138]2[cH:139][cH:140][cH:141][cH:142][cH:143]2)[cH:144][cH:145]1>>[C:1](#[N:2])[c:3]1[cH:4][c:5]([CH:37]([CH3:38])[CH3:39])[c:6]2[c:7]([n:8][c:9](-[c:11]3[cH:12][cH:13][c:14]([C:15](=[O:16])[NH:17][CH2:18][CH:19]4[CH2:20][CH:21]=[C:22]([CH2:46][c:45]5[cH:44][cH:43][c:42]([C:41]([F:40])([F:50])[F:51])[cH:49][cH:48]5)[CH2:23][CH2:24]4)[cH:34][cH:35]3)[o:10]2)[cH:36]1. Reactants: O=C([O-])[O-], COc1ccc2[nH]c(=O)c(-c3nnn(Cc4cccc(OCc5ccc6ccccc6n5)c4)n3)cc2c1, [K+], [K+], CN(C)C=O. Yields the product COc1ccc2c(c1)cc(-c1nnn(Cc3cccc(OCc4ccc5ccccc5n4)c3)n1)c(=O)n2C. Reaction SMILES: [C:38](=[O:39])([O-:40])[O-:41].[CH3:1][O:2][c:3]1[cH:4][c:5]2[cH:6][c:7](-[c:14]3[n:15][n:16][n:17]([CH2:19][c:20]4[cH:21][c:22]([O:26][CH2:27][c:28]5[n:29][c:30]6[cH:31][cH:32][cH:33][cH:34][c:35]6[cH:36][cH:37]5)[cH:23][cH:24][cH:25]4)[n:18]3)[c:8](=[O:13])[nH:9][c:10]2[cH:11][cH:12]1.[K+:42].[K+:43].[O:44]=[CH:45][N:46]([CH3:47])[CH3:48]>>[CH3:1][O:2][c:3]1[cH:4][c:5]2[cH:6][c:7](-[c:14]3[n:15][n:16][n:17]([CH2:19][c:20]4[cH:21][c:22]([O:26][CH2:27][c:28]5[n:29][c:30]6[cH:31][cH:32][cH:33][cH:34][c:35]6[cH:36][cH:37]5)[cH:23][cH:24][cH:25]4)[n:18]3)[c:8](=[O:13])[n:9]([CH3:38])[c:10]2[cH:11][cH:12]1. Starting materials: O=[N+]([O-])c1ccc(Cl)c2nonc12, CCCCc1nc2ccc(N)cc2n1Cc1ccc(-c2ccccc2C(=O)O)cc1, c1ccncc1. Yields the product CCCCc1nc2ccc(Nc3ccc([N+](=O)[O-])c4nonc34)cc2n1Cc1ccc(-c2ccccc2C(=O)O)cc1. As a reaction SMILES: [Cl:31][c:32]1[cH:33][cH:34][c:35]([N+:41](=[O:42])[O-:43])[c:36]2[c:37]1[n:38][o:39][n:40]2.[NH2:1][c:2]1[cH:3][cH:4][c:5]2[c:6]([n:7]([CH2:14][c:15]3[cH:16][cH:17][c:18](-[c:21]4[c:22]([C:27](=[O:28])[OH:29])[cH:23][cH:24][cH:25][cH:26]4)[cH:19][cH:20]3)[c:8]([CH2:10][CH2:11][CH2:12][CH3:13])[n:9]2)[cH:30]1.[cH:44]1[cH:45][cH:46][n:47][cH:48][cH:49]1>>[NH:1]([c:2]1[cH:3][cH:4][c:5]2[c:6]([n:7]([CH2:14][c:15]3[cH:16][cH:17][c:18](-[c:21]4[c:22]([C:27](=[O:28])[OH:29])[cH:23][cH:24][cH:25][cH:26]4)[cH:19][cH:20]3)[c:8]([CH2:10][CH2:11][CH2:12][CH3:13])[n:9]2)[cH:30]1)[c:32]1[cH:33][cH:34][c:35]([N+:41](=[O:42])[O-:43])[c:36]2[c:37]1[n:38][o:39][n:40]2.